This data is from the Open Reaction Database (ORD), a public repository of structured organic reaction records. The task is: describe an organic reaction: reactants, conditions, products, and yield Starting materials: C(C)OC(=O)C1(CCN(CC1)S(=O)(=O)C1=C(C=CC=C1)Cl)CCOC (1-(2-chloro-benzenesulfonyl)-4-(2-methoxy-ethyl)-piperidine-4-carboxylic acid ethyl ester), [Cl-].C[Al+]C (dimethylaluminium chloride), C1(=CC=CC=C1)C (toluene). The solvent is C1(=CC=CC=C1)CCCCN (4-Phenyl-butylamine). Product: ClC1=C(C=CC=C1)S(=O)(=O)N1CCC2(CCN(C2=O)CCCCC2=CC=CC=C2)CC1 (8-(2-Chloro-benzenesulfonyl)-2-(4-phenyl-butyl)-2,8-diaza-spiro[4.5]decan-1-one). RXN SMILES: C(O[C:4]([C:6]1([CH2:22][CH2:23]OC)[CH2:11][CH2:10][N:9]([S:12]([C:15]2[CH:20]=[CH:19][CH:18]=[CH:17][C:16]=2[Cl:21])(=[O:14])=[O:13])[CH2:8][CH2:7]1)=[O:5])C.[Cl-].C[Al+]C.[C:30]1([CH3:36])[CH:35]=[CH:34][CH:33]=[CH:32][CH:31]=1>C1(CCCCN)C=CC=CC=1>[Cl:21][C:16]1[CH:17]=[CH:18][CH:19]=[CH:20][C:15]=1[S:12]([N:9]1[CH2:10][CH2:11][C:6]2([C:4](=[O:5])[N:9]([CH2:8][CH2:7][CH2:6][CH2:36][C:30]3[CH:35]=[CH:34][CH:33]=[CH:32][CH:31]=3)[CH2:23][CH2:22]2)[CH2:7][CH2:8]1)(=[O:13])=[O:14] |f:1.2|. Procedure details: This material was prepared in analogy to example 1 step D) from 1-(2-chloro-benzenesulfonyl)-4-(2-methoxy-ethyl)-piperidine-4-carboxylic acid ethyl ester, dimethylaluminium chloride in toluene and 4-Phenyl-butylamine. MS (ESI): 461.4 (MH+). Starting materials: N1=CC=C(C=C1)C1=C(C(=CC2=CC(=C(C=C12)OCC)OCC)C(=O)OC)C(=O)OC (1-(4-pyridyl)-2,3-bis(methoxycarbonyl)-6,7-diethoxynaphthalene), [OH-].[Na+] (sodium hydroxide), O (water), solution, [Al].[Na] (sodium aluminum). Run in O1CCCC1 (tetrahydrofuran), C(Cl)Cl (methylene chloride), C1(=CC=CC=C1)C (toluene), O1CCCC1 (tetrahydrofuran). The product is N1=CC=C(C=C1)C1=C(C(=CC2=CC(=C(C=C12)OCC)OCC)CO)CO (1-(4-pyridyl)-2,3-bis(hydroxymethyl)-6,7-diethoxynaphthalene). The yield is 91.4%. As a reaction SMILES: [Al].[Na].[N:3]1[CH:8]=[CH:7][C:6]([C:9]2[C:18]3[C:13](=[CH:14][C:15]([O:22][CH2:23][CH3:24])=[C:16]([O:19][CH2:20][CH3:21])[CH:17]=3)[CH:12]=[C:11]([C:25](OC)=[O:26])[C:10]=2[C:29](OC)=[O:30])=[CH:5][CH:4]=1.[OH-].[Na+].O>C1(C)C=CC=CC=1.O1CCCC1.C(Cl)Cl>[N:3]1[CH:8]=[CH:7][C:6]([C:9]2[C:18]3[C:13](=[CH:14][C:15]([O:22][CH2:23][CH3:24])=[C:16]([O:19][CH2:20][CH3:21])[CH:17]=3)[CH:12]=[C:11]([CH2:25][OH:26])[C:10]=2[CH2:29][OH:30])=[CH:5][CH:4]=1 |f:0.1,3.4,^1:1|. Procedure details: To tetrahydrofuran (25 ml) is added a 3.4 M solution of sodium aluminum bis(methoxyethxoy) hydride in toluene (18.0 ml), and the mixture is cooled to −10C. To the mixture is added dropwise a suspension of 1-(4-pyridyl)-2,3-bis(methoxycarbonyl)-6,7-diethoxynaphthalene (10.0 g) in tetrahydrofuran (25 ml) over a period of 15 minutes. The reaction solution is warmed, and stirred under ice-cooling for 1.5 hour, and thereto is added a 15% aqueous sodium hydroxide solution (3.7 ml). To the reaction mix... Starting materials: C(CCCCCCC)ON1C(CC(CC1(C)C)OCC1CO1)(C)C (1-(1-Octyloxy-2,2,6,6-tetramethylpiperidin-4-yloxy)-2,3-epoxypropane), OC1CC(N(C(C1)(C)C)OC1CCCCC1)(C)C (4-hydroxy-1-cyclohexyloxy-2,2,6,6-tetramethylpiperidine), [H-].[Na+] (sodium hydride). The product is C1(CCCCC1)ON1C(CC(CC1(C)C)OCC(COC1CC(N(C(C1)(C)C)OC1CCCCC1)(C)C)O)(C)C (1,3-Bis(1-cyclohexyloxy-2,2,6,6-tetramethylpiperidin-4-yl-oxy)-propan-2-ol). Reaction SMILES: [CH2:1]([O:9][N:10]1[C:15]([CH3:17])([CH3:16])[CH2:14][CH:13]([O:18][CH2:19][CH:20]2[O:22][CH2:21]2)[CH2:12][C:11]1([CH3:24])[CH3:23])[CH2:2][CH2:3][CH2:4][CH2:5][CH2:6]CC.[OH:25][CH:26]1[CH2:31][C:30]([CH3:33])([CH3:32])[N:29]([O:34][CH:35]2[CH2:40][CH2:39][CH2:38][CH2:37][CH2:36]2)[C:28]([CH3:42])([CH3:41])[CH2:27]1.[H-].[Na+]>>[CH:1]1([O:9][N:10]2[C:15]([CH3:16])([CH3:17])[CH2:14][CH:13]([O:18][CH2:19][CH:20]([OH:22])[CH2:21][O:25][CH:26]3[CH2:31][C:30]([CH3:32])([CH3:33])[N:29]([O:34][CH:35]4[CH2:40][CH2:39][CH2:38][CH2:37][CH2:36]4)[C:28]([CH3:42])([CH3:41])[CH2:27]3)[CH2:12][C:11]2([CH3:24])[CH3:23])[CH2:6][CH2:5][CH2:4][CH2:3][CH2:2]1 |f:2.3|. Reported procedure: The title compound is prepared by the reaction of 1-(1-cyclohexyloxy-2,2,6,6-tetramethylpiperidin-4-yloxy)-2,3-epoxypropane (prepared in Example 11) with 4-hydroxy-1-cyclohexyloxy-2,2,6,6-tetramethylpiperidine (prepared in Example 5) and sodium hydride. The reactants are CC(=O)O, COc1ccc([N+](=O)[O-])cc1-c1ccnn1C, [Zn]. Product: COc1ccc(N)cc1-c1ccnn1C. Reaction SMILES: [CH3:18][C:19](=[O:20])[OH:21].[CH3:1][O:2][c:3]1[c:4](-[c:12]2[cH:13][cH:14][n:15][n:16]2[CH3:17])[cH:5][c:6]([N+:9]([O-:10])=[O:11])[cH:7][cH:8]1.[Zn:22]>>[CH3:1][O:2][c:3]1[c:4](-[c:12]2[cH:13][cH:14][n:15][n:16]2[CH3:17])[cH:5][c:6]([NH2:9])[cH:7][cH:8]1.